describe an organic reaction: reactants, conditions, products, and yield From a dataset of the Open Reaction Database (ORD), a public repository of structured organic reaction records. Starting materials: [CH3], O=c1cccc(CCC2CCCCC2)[nH]1, Cc1cc(CC(C)CC(C)(C)C)n(O)c(=O)c1, Cc1cc(C2CC3CCC2C3)n(O)c(=O)c1. The product is Cc1cc(C2CCCCC2)n(O)c(=O)c1. As a reaction SMILES: [CH3:33].[CH:18]1([CH2:19][CH2:20][c:21]2[nH:22][c:23](=[O:24])[cH:25][cH:26][cH:27]2)[CH2:28][CH2:29][CH2:30][CH2:31][CH2:32]1.[OH:1][n:2]1[c:3]([CH2:4][CH:5]([CH3:6])[CH2:7][C:8]([CH3:9])([CH3:10])[CH3:11])[cH:12][c:13]([CH3:14])[cH:15][c:16]1=[O:17].[OH:34][n:35]1[c:36](=[O:49])[cH:37][c:38]([CH3:48])[cH:39][c:40]1[CH:41]1[CH:42]2[CH2:43][CH2:44][CH:45]([CH2:46]1)[CH2:47]2>>[OH:34][n:35]1[c:36](=[O:49])[cH:37][c:38]([CH3:48])[cH:39][c:40]1[CH:41]1[CH2:42][CH2:43][CH2:44][CH2:45][CH2:46]1. Reactants: CNCCC(=O)OCC (ethyl 3-(methylamino)propanoate), O.ON1N=NC2=C1C=CC=C2 (1-hydroxybenzotriazole monohydrate), C1(CCCCC1)C(C=1OC2=C(C1C)C=C(C=C2)[N+](=O)[O-])NC2=CC=C(C(=O)O)C=C2 (4-{[cyclohexyl(3-methyl-5-nitro-1-benzofuran-2-yl)methyl]amino}benzoic acid), Cl.C(C)N=C=NCCCN(C)C (1-ethyl-3-(3-dimethylaminopropyl)carbodiimide hydrochloride), Cl (Hydrochloric acid). The solvent is CN(C=O)C (N,N-dimethylformamide), C(C)N(CC)CC (triethylamine). Conditions: time 8 hour. Yields the product C1(CCCCC1)C(C=1OC2=C(C1C)C=C(C=C2)[N+](=O)[O-])NC2=CC=C(C=C2)C(=O)N(CCC(=O)OCC)C (ethyl 3-{[(4-{[cyclohexyl(3-methyl-5-nitro-1-benzofuran-2-yl)methyl]amino}phenyl)carbonyl](methyl)amino}propanoate). Yield: 71.7%. RXN SMILES: [CH:1]1([CH:7]([NH:21][C:22]2[CH:30]=[CH:29][C:25]([C:26](O)=[O:27])=[CH:24][CH:23]=2)[C:8]2[O:9][C:10]3[CH:17]=[CH:16][C:15]([N+:18]([O-:20])=[O:19])=[CH:14][C:11]=3[C:12]=2[CH3:13])[CH2:6][CH2:5][CH2:4][CH2:3][CH2:2]1.[CH3:31][NH:32][CH2:33][CH2:34][C:35]([O:37][CH2:38][CH3:39])=[O:36].O.ON1C2C=CC=CC=2N=N1.Cl.C(N=C=NCCCN(C)C)C.Cl>CN(C)C=O.C(N(CC)CC)C>[CH:1]1([CH:7]([NH:21][C:22]2[CH:23]=[CH:24][C:25]([C:26]([N:32]([CH3:31])[CH2:33][CH2:34][C:35]([O:37][CH2:38][CH3:39])=[O:36])=[O:27])=[CH:29][CH:30]=2)[C:8]2[O:9][C:10]3[CH:17]=[CH:16][C:15]([N+:18]([O-:20])=[O:19])=[CH:14][C:11]=3[C:12]=2[CH3:13])[CH2:2][CH2:3][CH2:4][CH2:5][CH2:6]1 |f:2.3,4.5|. Procedure details: To a mixture of 4-{[cyclohexyl(3-methyl-5-nitro-1-benzofuran-2-yl)methyl]amino}benzoic acid (1.54 g) synthesized above, ethyl 3-(methylamino)propanoate (593 mg), 1-hydroxybenzotriazole monohydrate (692 mg), triethylamine (1.26 mL) and N,N-dimethylformamide (15 mL) was added 1-ethyl-3-(3-dimethylaminopropyl)carbodiimide hydrochloride (867 mg), and the mixture was stirred overnight at room temperature. 1N Hydrochloric acid was added to quench the reaction, and the mixture was extracted with ethyl ... Reactants: CCOC(=O)CC(=O)OCC, C1CCNCC1, Cc1oc(-c2ccccc2)nc1CCOc1ccc(C=O)cc1, CC(=O)O. Product: CCOC(=O)C(=Cc1ccc(OCCc2nc(-c3ccccc3)oc2C)cc1)C(=O)OCC. RXN SMILES: [C:24]([CH2:25][C:26](=[O:27])[O:28][CH2:29][CH3:30])(=[O:31])[O:32][CH2:33][CH3:34].[CH2:35]1[CH2:36][CH2:37][NH:38][CH2:39][CH2:40]1.[CH3:1][c:2]1[c:3]([CH2:13][CH2:14][O:15][c:16]2[cH:17][cH:18][c:19]([CH:20]=[O:21])[cH:22][cH:23]2)[n:4][c:5](-[c:7]2[cH:8][cH:9][cH:10][cH:11][cH:12]2)[o:6]1.[CH3:41][C:42](=[O:43])[OH:44]>>[CH3:1][c:2]1[c:3]([CH2:13][CH2:14][O:15][c:16]2[cH:17][cH:18][c:19]([CH:20]=[C:25]([C:24](=[O:31])[O:32][CH2:33][CH3:34])[C:26](=[O:27])[O:28][CH2:29][CH3:30])[cH:22][cH:23]2)[n:4][c:5](-[c:7]2[cH:8][cH:9][cH:10][cH:11][cH:12]2)[o:6]1. Reactants: C(C)OC1=C(C=CC(=C1)OCC1=C(C=CC=C1)OCC=1N=C(OC1C)C1=CC=CC=C1)CCC(=O)OCC (ethyl 3-[2-ethoxy-4-[2-[(5-methyl-2-phenyl-4-oxazolyl)methoxy]benzyloxy]phenyl]propionate), O1CCCC1 (tetrahydrofuran), [OH-].[Na+] (sodium hydroxide), Cl (Hydrochloric acid). Run in C(C)O (ethanol), O (water). Reaction conditions: temperature 50 celsius, time 2 hour. The product is C(C)OC1=C(C=CC(=C1)OCC1=C(C=CC=C1)OCC=1N=C(OC1C)C1=CC=CC=C1)CCC(=O)O (3-[2-ethoxy-4-[2-[(5-methyl-2-phenyl-4-oxazolyl)methoxy]benzyloxy]phenyl]propionic acid). The yield is 85.3%. RXN SMILES: [CH2:1]([O:3][C:4]1[CH:9]=[C:8]([O:10][CH2:11][C:12]2[CH:17]=[CH:16][CH:15]=[CH:14][C:13]=2[O:18][CH2:19][C:20]2[N:21]=[C:22]([C:26]3[CH:31]=[CH:30][CH:29]=[CH:28][CH:27]=3)[O:23][C:24]=2[CH3:25])[CH:7]=[CH:6][C:5]=1[CH2:32][CH2:33][C:34]([O:36]CC)=[O:35])[CH3:2].O1CCCC1.[OH-].[Na+].Cl>O.C(O)C>[CH2:1]([O:3][C:4]1[CH:9]=[C:8]([O:10][CH2:11][C:12]2[CH:17]=[CH:16][CH:15]=[CH:14][C:13]=2[O:18][CH2:19][C:20]2[N:21]=[C:22]([C:26]3[CH:27]=[CH:28][CH:29]=[CH:30][CH:31]=3)[O:23][C:24]=2[CH3:25])[CH:7]=[CH:6][C:5]=1[CH2:32][CH2:33][C:34]([OH:36])=[O:35])[CH3:2] |f:2.3|. Procedure details: To a mixture of ethyl 3-[2-ethoxy-4-[2-[(5-methyl-2-phenyl-4-oxazolyl)methoxy]benzyloxy]phenyl]propionate (0.62 g), tetrahydrofuran (3 mL) and ethanol (3 mL) was added a 1N aqueous sodium hydroxide solution (2.4 mL) and the mixture was stirred at 50° C. for 2 hrs. 1N Hydrochloric acid and water were added to acidify the reaction mixture, and the mixture was extracted with ethyl acetate. The organic layer was washed with saturated brine, dried over anhydrous magnesium sulfate and concentrated to ... Reactants: COCC(=O)Cl (methoxyacetyl chloride), CC1=C(C2=CC=CC=C2C=C1)NC1CC(=O)OC1 (3-(N-2-methylnaphth-1-ylamino)-gamma-butyrolactone), N1=CC=CC=C1 (pyridine). The solvent is ClCCl (dichloromethane). Conditions: temperature 25 celsius, time 1 hour. The product is COCC(=O)N(C1=C(C=CC2=CC=CC=C12)C)C1CC(=O)OC1 (3-(N-methoxyacetyl-N-2-methylnaphth-1-ylamino)-gamma-butyrolactone). As a reaction SMILES: [CH3:1][O:2][CH2:3][C:4](Cl)=[O:5].[CH3:7][C:8]1[CH:17]=[CH:16][C:15]2[C:10](=[CH:11][CH:12]=[CH:13][CH:14]=2)[C:9]=1[NH:18][CH:19]1[CH2:24][O:23][C:21](=[O:22])[CH2:20]1.N1C=CC=CC=1>ClCCl>[CH3:1][O:2][CH2:3][C:4]([N:18]([CH:19]1[CH2:24][O:23][C:21](=[O:22])[CH2:20]1)[C:9]1[C:10]2[C:15](=[CH:14][CH:13]=[CH:12][CH:11]=2)[CH:16]=[CH:17][C:8]=1[CH3:7])=[O:5]. Reported procedure: A 2.4 g (0.022 mol) sample of methoxyacetyl chloride was added dropwise to a solution of 5.5 g (0.022 mol) 3-(N-2-methylnaphth-1-ylamino)-gamma-butyrolactone and 1.7 g (0.022 mol) pyridine in 100 ml dichloromethane. The reaction mixture was stirred one hour at about 25° C. and then heated under reflux for 6 hours. After cooling overnight, the reaction mixture was washed successively with water, saturated sodium bicarbonate solution, water, dried over magnesium sulfate and evaporated under reduce... RXN SMILES: [Br:1][c:2]1[s:3][c:4](-[c:8]2[c:9]([CH3:23])[n:10][c:11]3[n:12]2[n:13][c:14]([CH3:22])[cH:15][c:16]3[CH:17]([CH2:18][CH3:19])[CH2:20][CH3:21])[c:5]([Br:7])[n:6]1.[C:30](=[O:31])([O-:32])[O-:33].[CH2:24]1[CH2:25][O:26][CH2:27][CH2:28][NH:29]1.[CH2:51]1[O:52][CH2:53][CH2:54][CH2:55]1.[CH3:37][OH:38].[CH3:39][CH2:40][O:41][C:42]([CH3:43])=[O:44].[CH3:45][CH2:46][CH2:47][CH2:48][CH2:49][CH3:50].[Cs+:34].[Cs+:35].[NH3:36]>>[c:2]1([N:29]2[CH2:24][CH2:25][O:26][CH2:27][CH2:28]2)[s:3][c:4](-[c:8]2[c:9]([CH3:23])[n:10][c:11]3[n:12]2[n:13][c:14]([CH3:22])[cH:15][c:16]3[CH:17]([CH2:18][CH3:19])[CH2:20][CH3:21])[c:5]([Br:7])[n:6]1. Product: CCC(CC)c1cc(C)nn2c(-c3sc(N4CCOCC4)nc3Br)c(C)nc12. The reactants are CCC(CC)c1cc(C)nn2c(-c3sc(Br)nc3Br)c(C)nc12, O=C([O-])[O-], C1COCCN1, C1CCOC1, CO, CCOC(C)=O, CCCCCC, [Cs+], [Cs+], N. The solvent is COCCOCCOC (diglyme), CN(C)C (trimethylamine). Run at time 5 hour. The product is N1C(CCC1)=O.N1C(N)=NC=2N=CNC2C1=O (guanine pyrrolidone). As a reaction SMILES: [NH:1]1[CH2:5][CH2:4][CH2:3][C:2]1=[O:6].Cl[C:8]1[N:16]=[C:15]2[C:11]([NH:12][CH:13]=[N:14]2)=[CH:10][N:9]=1.[OH2:17]>COCCOCCOC.CN(C)C>[NH:1]1[CH2:5][CH2:4][CH2:3][C:2]1=[O:6].[NH:9]1[C:10](=[O:17])[C:11]2[NH:12][CH:13]=[N:14][C:15]=2[N:16]=[C:8]1[NH2:1] |f:0.1,5.6|. The reactants are N1C(CCC1)=O.ClC1=NC=C2NC=NC2=N1 (chloropurine pyrrolidone), O (water). Procedure details: The chloropurine pyrrolidone (1 mmol) from the previous paragraph is dissolved in diglyme (10 ml) and 25% aqueous trimethylamine (2 ml). The solution is stirred at rt for 5 h, water (10 ml) is added, and the mixture concentrated to 10 ml under reduced pressure. Acetic acid (2 ml) is added, and the mixture was evaporated under reduced pressure to an oil. The residue which contains trimethylammonium acetate is used directly for the next step. The reactants are C(C)(=O)SC1CN(C1)C(=O)OC(C)(C)C (tert-butyl 3-(acetylthio)azetidine-1-carboxylate), C([O-])([O-])=O.[K+].[K+] (potassium carbonate), Cl (hydrochloric acid). The solvent is CO (methanol). Reaction conditions: temperature 50 celsius, time 2 hour. Product: SC1CN(C1)C(=O)OC(C)(C)C (tert-butyl 3-mercaptoazetidine-1-carboxylate). The yield is 101.3%. RXN SMILES: C([S:4][CH:5]1[CH2:8][N:7]([C:9]([O:11][C:12]([CH3:15])([CH3:14])[CH3:13])=[O:10])[CH2:6]1)(=O)C.C(=O)([O-])[O-].[K+].[K+].Cl>CO>[SH:4][CH:5]1[CH2:6][N:7]([C:9]([O:11][C:12]([CH3:15])([CH3:14])[CH3:13])=[O:10])[CH2:8]1 |f:1.2.3|. Reported procedure: Mixture of tert-butyl 3-(acetylthio)azetidine-1-carboxylate (STEP C, 700 mg, 3.03 mmol), methanol (10 mL) and potassium carbonate (836 mg, 6.05 mol) was stirred at 50° C. for 2 h and cooled to room temperature. To the reaction mixture was added 2 mol/L hydrochloric acid for solution acidified (pH <4). The resulting solution was extracted with diethyl ether (30 mL×2). The organic layer was combined and washed with water (30 mL×2) and brine (30 mL). The extract was dried with magnesium sulfate and... Reactants: ClC1=C(C(=NC(=N1)C1=NC=CC=N1)NS(=O)(=O)C1=CC=C(C=C1)C(C)(C)C)OC1=C(C=CC=C1)OC (N-{6-Chloro-2-(2-pyrimidyl)-5-(2-methoxyphenoxy)pyrimidin-4-yl}-4-tert-butylbenzenesulfonamide), BrC1=CC=C(OCCO)C=C1 (2-(4-bromophenoxy)ethanol). Yields the product BrC1=CC=C(OCCOC2=C(C(=NC(=N2)C2=NC=CC=N2)NS(=O)(=O)C2=CC=C(C=C2)C(C)(C)C)OC2=C(C=CC=C2)OC)C=C1 (N-{6-{2-(4-bromophenoxy)ethoxy}-2-(2-pyrimidyl)-5-(2-methoxyphenoxy)pyrimidin-4-yl}-4-tert-butylbenzenesulfonamide). As a reaction SMILES: Cl[C:2]1[N:7]=[C:6]([C:8]2[N:13]=[CH:12][CH:11]=[CH:10][N:9]=2)[N:5]=[C:4]([NH:14][S:15]([C:18]2[CH:23]=[CH:22][C:21]([C:24]([CH3:27])([CH3:26])[CH3:25])=[CH:20][CH:19]=2)(=[O:17])=[O:16])[C:3]=1[O:28][C:29]1[CH:34]=[CH:33][CH:32]=[CH:31][C:30]=1[O:35][CH3:36].[Br:37][C:38]1[CH:47]=[CH:46][C:41]([O:42][CH2:43][CH2:44][OH:45])=[CH:40][CH:39]=1>>[Br:37][C:38]1[CH:47]=[CH:46][C:41]([O:42][CH2:43][CH2:44][O:45][C:2]2[N:7]=[C:6]([C:8]3[N:13]=[CH:12][CH:11]=[CH:10][N:9]=3)[N:5]=[C:4]([NH:14][S:15]([C:18]3[CH:23]=[CH:22][C:21]([C:24]([CH3:27])([CH3:26])[CH3:25])=[CH:20][CH:19]=3)(=[O:17])=[O:16])[C:3]=2[O:28][C:29]2[CH:34]=[CH:33][CH:32]=[CH:31][C:30]=2[O:35][CH3:36])=[CH:40][CH:39]=1. Reported procedure: N-{6-Chloro-2-(2-pyrimidyl)-5-(2-methoxyphenoxy)pyrimidin-4-yl}-4-tert-butylbenzenesulfonamide and 2-(4-bromophenoxy)ethanol are treated in the same manner as in Example 192-(1) to give N-{6-{2-(4-bromophenoxy)ethoxy}-2-(2-pyrimidyl)-5-(2-methoxyphenoxy)pyrimidin-4-yl}-4-tert-butylbenzenesulfonamide.